This data is from the Open Reaction Database (ORD), a public repository of structured organic reaction records. The task is: describe an organic reaction: reactants, conditions, products, and yield Reactants: O (water), [N-]=[N+]=[N-].[Na+] (sodium azide), O (water), CS(=O)(=O)OC1=C(C=C(C#N)C=C1)C (4-Methanesulfonyloxy-3-methylbenzonitrile), CN(C)C=O (DMF). Reaction conditions: time 1.5 hour. Product: N(=[N+]=[N-])CC1=C(C=C(C#N)C=C1)C (4-Azidomethyl-3-methylbenzonitrile). As a reaction SMILES: [N-:1]=[N+:2]=[N-:3].[Na+].O.CS(O[C:11]1[CH:18]=[CH:17][C:14]([C:15]#[N:16])=[CH:13][C:12]=1[CH3:19])(=O)=O.[CH3:20]N(C=O)C>>[N:1]([CH2:20][C:11]1[CH:18]=[CH:17][C:14]([C:15]#[N:16])=[CH:13][C:12]=1[CH3:19])=[N+:2]=[N-:3] |f:0.1|. Reported procedure: 1.0 g (0.015 mol) of sodium azide and 10 mL of water were added to a solution of 2.1 g (9.3 mmol) of 4-methanesulfonyloxy-3-methylbenzonitrile (from step (iii) above) in 20 mL of DMF. The reaction mixture was stirred for 1.5 h at room temperature, poured into 200 mL of water and extracted three times with ether. The combined organic phase was washed several times with water, dried (Na2SO4) and evaporated. Yield: 1.4 g (87%).